From a dataset of the Open Reaction Database (ORD), a public repository of structured organic reaction records. describe an organic reaction: reactants, conditions, products, and yield Reactants: O (Water), [H-].[Na+] (Sodium hydride), C(C)C(CC)N1C=2N3C(N=C(C2NC1=O)C)=C(C(=N3)C)C3=C(C=C(C=C3C)C)C (1-(1-ethylpropyl)-6-mesityl-4,7-dimethyl-2,3-dihydro-1H-pyrazolo[5,1-b]purin-2-one), C(C1=CC=CC=C1)Br (benzyl bromide). The solvent is CN(C=O)C (N,N-dimethylformamide). Reaction conditions: time 30 minute. The product is C(C1=CC=CC=C1)N1C(N(C=2N3C(N=C(C12)C)=C(C(=N3)C)C3=C(C=C(C=C3C)C)C)C(CC)CC)=O (3-Benzyl-1-(1-ethylpropyl)-6-mesityl-4,7-dimethyl-2,3-dihydro-1H-pyrazolo[5,1-b]purin-2-one). Yield: 91.1%. As a reaction SMILES: [H-].[Na+].[CH2:3]([CH:5]([N:8]1[C:16](=[O:17])[NH:15][C:14]2[C:13]([CH3:18])=[N:12][C:11]3=[C:19]([C:23]4[C:28]([CH3:29])=[CH:27][C:26]([CH3:30])=[CH:25][C:24]=4[CH3:31])[C:20]([CH3:22])=[N:21][N:10]3[C:9]1=2)[CH2:6][CH3:7])[CH3:4].[CH2:32](Br)[C:33]1[CH:38]=[CH:37][CH:36]=[CH:35][CH:34]=1.O>CN(C)C=O>[CH2:32]([N:15]1[C:14]2[C:13]([CH3:18])=[N:12][C:11]3=[C:19]([C:23]4[C:24]([CH3:31])=[CH:25][C:26]([CH3:30])=[CH:27][C:28]=4[CH3:29])[C:20]([CH3:22])=[N:21][N:10]3[C:9]=2[N:8]([CH:5]([CH2:6][CH3:7])[CH2:3][CH3:4])[C:16]1=[O:17])[C:33]1[CH:38]=[CH:37][CH:36]=[CH:35][CH:34]=1 |f:0.1|. Reported procedure: Sodium hydride (28 mg, 0.71 mmol) was added to a solution of 1-(1-ethylpropyl)-6-mesityl-4,7-dimethyl-2,3-dihydro-1H-pyrazolo[5,1-b]purin-2-one (230 mg, 0.59 mmol) in N,N-dimethylformamide (5 mL) at room temperature. After 30 minutes, benzyl bromide (0.079 mL, 0.65 mmol) was added, followed by stirring at 70′ for one hour. Water was added under ice-cooling, followed by extracting with ethyl acetate. The organic layer was washed with brine, dried over anhydrous magnesium sulfate and evaporated. T... Reactants: CCOC(=O)Cc1cc(C(=O)c2ccc(S(=O)(=O)N(C)C)cc2)c2ccccc2c1, [Li+], C1CCOC1, [OH-], O. The product is CN(C)S(=O)(=O)c1ccc(C(=O)c2cc(CC(=O)O)cc3ccccc23)cc1. RXN SMILES: [CH2:1]([CH3:2])[O:3][C:4]([CH2:5][c:6]1[cH:7][c:8]2[cH:9][cH:10][cH:11][cH:12][c:13]2[c:14]([C:16]([c:17]2[cH:18][cH:19][c:20]([S:23]([N:24]([CH3:25])[CH3:26])(=[O:27])=[O:28])[cH:21][cH:22]2)=[O:29])[cH:15]1)=[O:30].[Li+:31].[O:34]1[CH2:35][CH2:36][CH2:37][CH2:38]1.[OH-:32].[OH2:33]>>[O:3]=[C:4]([CH2:5][c:6]1[cH:7][c:8]2[cH:9][cH:10][cH:11][cH:12][c:13]2[c:14]([C:16]([c:17]2[cH:18][cH:19][c:20]([S:23]([N:24]([CH3:25])[CH3:26])(=[O:27])=[O:28])[cH:21][cH:22]2)=[O:29])[cH:15]1)[OH:30]. Starting materials: ClC1=C(C(=CC=C1Cl)Cl)CC#N ((2,3,6-trichloro)-phenyl-acetonitrile), NC1=NC=C(C(=N1)N)C=O (2,4-diamino-5-pyrimidine-carboxaldehyde). The product is ClC1=C(C(=CC=C1Cl)Cl)C1=CC2=C(N=C(N=C2)N)N=C1N (6-(2,3,6-Trichloro-phenyl)-pyrido[2,3-d]pyrimidine-2,7-diamine). RXN SMILES: [Cl:1][C:2]1[C:7]([Cl:8])=[CH:6][CH:5]=[C:4]([Cl:9])[C:3]=1[CH2:10][C:11]#[N:12].[NH2:13][C:14]1[N:19]=[C:18]([NH2:20])[C:17]([CH:21]=O)=[CH:16][N:15]=1>>[Cl:1][C:2]1[C:7]([Cl:8])=[CH:6][CH:5]=[C:4]([Cl:9])[C:3]=1[C:10]1[C:11]([NH2:12])=[N:20][C:18]2[N:19]=[C:14]([NH2:13])[N:15]=[CH:16][C:17]=2[CH:21]=1. Reported procedure: The title compound was prepared according to Example 1, starting from 1.0 g of (2,3,6-trichloro)-phenyl-acetonitrile and 0.6 g of 2,4-diamino-5-pyrimidine-carboxaldehyde; mp 320°-322° C. Reactants: CNc1ccc2c(Br)nn(C(C)C)c(=O)c2c1, CSCCCl, [H-], [Na+], CN(C)C=O, O. Product: CSCCN(C)c1ccc2c(Br)nn(C(C)C)c(=O)c2c1. As a reaction SMILES: [Br:1][c:2]1[n:3][n:4]([CH:15]([CH3:16])[CH3:17])[c:5](=[O:14])[c:6]2[cH:7][c:8]([NH:12][CH3:13])[cH:9][cH:10][c:11]12.[CH3:20][S:21][CH2:22][CH2:23][Cl:24].[H-:19].[Na+:18].[O:26]=[CH:27][N:28]([CH3:29])[CH3:30].[OH2:25]>>[Br:1][c:2]1[n:3][n:4]([CH:15]([CH3:16])[CH3:17])[c:5](=[O:14])[c:6]2[cH:7][c:8]([N:12]([CH3:13])[CH2:23][CH2:22][S:21][CH3:20])[cH:9][cH:10][c:11]12.